From a dataset of the Open Reaction Database (ORD), a public repository of structured organic reaction records. describe an organic reaction: reactants, conditions, products, and yield Starting materials: O([N+](=O)[O-])[C@@H]1CC[C@H](CC1)NC(C1=CN=CC=C1)=O (N-(trans-4-nitroxycyclohexyl)nicotinic acid amide), OO (hydrogen peroxide). Run in C(C)(=O)O (acetic acid). Conditions: temperature 40 celsius, time 2 day. Product: O([N+](=O)[O-])[C@@H]1CC[C@H](CC1)[NH+](C(C1=CN=CC=C1)=O)[O-] (N-(trans-4-nitroxycyclohexyl)-nicotinic acid amide N-oxide). As a reaction SMILES: [O:1]([C@H:5]1[CH2:10][CH2:9][C@H:8]([NH:11][C:12](=[O:19])[C:13]2[CH:18]=[CH:17][CH:16]=[N:15][CH:14]=2)[CH2:7][CH2:6]1)[N+:2]([O-:4])=[O:3].[OH:20]O>C(O)(=O)C>[O:1]([C@H:5]1[CH2:10][CH2:9][C@H:8]([NH+:11]([O-:20])[C:12](=[O:19])[C:13]2[CH:18]=[CH:17][CH:16]=[N:15][CH:14]=2)[CH2:7][CH2:6]1)[N+:2]([O-:4])=[O:3]. Procedure details: 1.5 g (0.005 mol) N-(trans-4-nitroxycyclohexyl)nicotinic acid amide (Example 6/5) are dissolved in 4 ml acetic acid, 4 ml 30% hydrogen peroxide added thereto and stirred for 2 d at 40° C. After concentration and trituration with ethyl acetate, the crystals awe filtered off with suction. There remain 0.9 g of the title compound of the melting point 170°-171° C., i.e. 53% of theory. Starting materials: C1(=CC=C(C=C1)S(=O)(=O)C[N+]#[C-])C (p-toluenesulphonylmethylisocyanide), C(C)O (Ethanol), ClC1=CC=C(C=C1)C1(CCC1)C(CCCC(C)=O)N(C)C (6-[1-(4-chlorophenyl)cyclobutyl]-6-dimethylaminohexan-2-one), [H-].[Na+] (sodium hydride), CC1=CC=C(C=C1)S(=O)(=O)C[N+]#[C-] (TosMIC). The solvent is CN(C=O)C (dimethylformamide), O1CCCC1 (tetrahydrofuran), O (water), CN(C=O)C (dimethylformamide). Run at time 16 hour. Yields the product ClC1=CC=C(C=C1)C1(CCC1)C(CCCC(C#N)C)N(C)C (6-[1-(4-chlorophenyl)cyclobutyl]-6-dimethylamino-2-methylhexanenitrile). Reaction SMILES: C1(C)C=CC(S([CH2:10][N+:11]#[C-])(=O)=O)=CC=1.[H-].[Na+].[CH2:16](O)[CH3:17].[Cl:19][C:20]1[CH:25]=[CH:24][C:23]([C:26]2([CH:30]([N:37]([CH3:39])[CH3:38])[CH2:31][CH2:32][CH2:33]C(=O)C)[CH2:29][CH2:28][CH2:27]2)=[CH:22][CH:21]=1>CN(C)C=O.O1CCCC1.O>[Cl:19][C:20]1[CH:25]=[CH:24][C:23]([C:26]2([CH:30]([N:37]([CH3:39])[CH3:38])[CH2:31][CH2:32][CH2:33][CH:16]([CH3:17])[C:10]#[N:11])[CH2:29][CH2:28][CH2:27]2)=[CH:22][CH:21]=1 |f:1.2|. Procedure: A solution of p-toluenesulphonylmethylisocyanide sold under the trade name TosMIC (5 g) in dimethylformamide (10 ml) was added at 0° C. under argon over a period of 10 minutes to a stirred suspension of sodium hydride (3.6 g of a 50% dispersion in mineral oil) in dimethylformamide (30 ml). Ethanol (3.6 ml) was then added at 0° C. After 30 minutes a solution of 6-[1-(4-chlorophenyl)cyclobutyl]-6-dimethylaminohexan-2-one (6.11 g prepared in a similar manner to that described in Example 53) in tetr... Reactants: COC(N)=N (O-methylisourea), 2-alkoxypyrimidine, COC1=NC(=CC(=N1)O)O (2-methoxy-4,6-dihydroxypyrimidine), 2-methoxy, C1CC[NH+](C1)CCO.C1=CC=C(C(=C1)CC(=O)[O-])NC2=C(C=CC=C2Cl)Cl (DHEP), COC(N)=N (O-methylisourea), C(CC(=O)OC)(=O)OC (dimethyl malonate). Yields the product COC(N)=N (O-methylisourea), CC1=NC(=NC=C1CO)C (DHMP). Reaction SMILES: [CH2:1]1[CH2:5][NH+:4]([CH2:6][CH2:7]O)[CH2:3][CH2:2]1.C1C=C(C[C:16]([O-])=[O:17])C(NC2C(Cl)=CC=CC=2Cl)=CC=1.[CH3:28][O:29][C:30]1[N:35]=C(O)C=C(O)[N:31]=1.COC(=N)[NH2:41].C(OC)(=O)CC(OC)=O>>[CH3:28][O:29][C:30](=[NH:31])[NH2:35].[CH3:5][C:1]1[C:2]([CH2:16][OH:17])=[CH:3][N:4]=[C:6]([CH3:7])[N:41]=1 |f:0.1|. Procedure: One method taught in the art for making the 2-methoxy analog of DHEP is disclosed by S. Basterfield and E. C. Powell in Canadian Journal of Research, vol. 1, pp. 261-272 (1929). In this article, Basterfield and Powell describe the synthesis of a number of 2-alkoxypyrimidine derivatives, including 2-methoxy-4,6-dihydroxypyrimidine (DHMP). DHMP is prepared by condensing O-methylisourea with dimethyl malonate. Although a 75% of theoretical yield is reported in the article, the theoretical yield req... Reactants: C(CC)N(CCCCNCC1=CC=C(C#N)C=C1)CCC (4-[(4-dipropylaminobutyl)amino]methylbenzonitrile), C=O (formaldehyde), C(=O)O (formic acid), raw material, [OH-].[Na+] (sodium hydroxide). Solvent: C(C)O (ethanol), O (water). Yields the product C(CC)N(CCCCN(C)CC1=CC=C(C#N)C=C1)CCC (4-[(4-dipropylaminobutyl)methylamino]methylbenzonitrile). The yield is 94.8%. As a reaction SMILES: [CH2:1]([N:4]([CH2:19][CH2:20][CH3:21])[CH2:5][CH2:6][CH2:7][CH2:8][NH:9][CH2:10][C:11]1[CH:18]=[CH:17][C:14]([C:15]#[N:16])=[CH:13][CH:12]=1)[CH2:2][CH3:3].C=O.[CH:24](O)=O.[OH-].[Na+]>O.C(O)C>[CH2:19]([N:4]([CH2:1][CH2:2][CH3:3])[CH2:5][CH2:6][CH2:7][CH2:8][N:9]([CH2:10][C:11]1[CH:12]=[CH:13][C:14]([C:15]#[N:16])=[CH:17][CH:18]=1)[CH3:24])[CH2:20][CH3:21] |f:3.4|. Procedure details: 16 g (56 mmol, 1.0 equivalent) of 4-[(4-dipropylaminobutyl)amino]methylbenzonitrile (2a), 50 ml of ethanol, 11.9 g (139 mmol, 2.5 equivalents) of a formaldehyde aqueous solution (35%), and 12.8 g (278 mmol, 5 equivalents) of formic acid were charged in a 300 ml four-necked flask. The mixture was reacted at 80° C. for one hour. The raw material was then disappeared. The reaction solution was slowly added to a solution prepared by dissolving 40 g of sodium hydroxide in 200 ml of distilled water. T... RXN SMILES: [CH3:1][N:2]([c:3]1[cH:4][c:5]([O:17][C:18]([F:19])([F:20])[F:21])[cH:6][c:7]2[cH:8][c:9]([C:12](=[O:13])[O:14][CH2:15][CH3:16])[nH:10][c:11]12)[S:22](=[O:23])(=[O:24])[c:25]1[s:26][cH:27][cH:28][cH:29]1.[CH3:50][CH2:51][OH:52].[Na+:31].[O:32]1[CH2:33][CH2:34][CH2:35][CH2:36]1.[OH-:30].[OH:37][C:38]([CH2:39][C:40]([C:41](=[O:42])[OH:43])([CH2:44][C:45](=[O:46])[OH:47])[OH:48])=[O:49]>>[CH3:1][N:2]([c:3]1[cH:4][c:5]([O:17][C:18]([F:19])([F:20])[F:21])[cH:6][c:7]2[cH:8][c:9]([C:12](=[O:13])[OH:14])[nH:10][c:11]12)[S:22](=[O:23])(=[O:24])[c:25]1[s:26][cH:27][cH:28][cH:29]1. Yields the product CN(c1cc(OC(F)(F)F)cc2cc(C(=O)O)[nH]c12)S(=O)(=O)c1cccs1. Reactants: CCOC(=O)c1cc2cc(OC(F)(F)F)cc(N(C)S(=O)(=O)c3cccs3)c2[nH]1, CCO, [Na+], C1CCOC1, [OH-], O=C(O)CC(O)(CC(=O)O)C(=O)O. The reactants are ClC1=NC=CC(=N1)C1=CC=C(S1)CN(C(C1=CC=CC=C1)=O)CC1=CC=C(C=C1)OC (N-[5-(2-Chloro-pyrimdin-4-yl)-thiophen-2-ylmethyl]-N-(4-methoxybenzyl)-benzamide), FC(C(=O)O)(F)F (trifluoroacetic acid), C1(=CC=CC=C1)S (thiophenol). Run in C(Cl)Cl (CH2Cl2). Yields the product ClC1=NC=CC(=N1)C1=CC=C(S1)CNC(C1=CC=CC=C1)=O (N-[5-(2-Chloro-pyrimdin-4-yl)-thiophen-2-ylmethyl]-benzamide). As a reaction SMILES: [Cl:1][C:2]1[N:7]=[C:6]([C:8]2[S:12][C:11]([CH2:13][N:14](CC3C=CC(OC)=CC=3)[C:15](=[O:22])[C:16]3[CH:21]=[CH:20][CH:19]=[CH:18][CH:17]=3)=[CH:10][CH:9]=2)[CH:5]=[CH:4][N:3]=1.FC(F)(F)C(O)=O.C1(S)C=CC=CC=1>C(Cl)Cl>[Cl:1][C:2]1[N:7]=[C:6]([C:8]2[S:12][C:11]([CH2:13][NH:14][C:15](=[O:22])[C:16]3[CH:17]=[CH:18][CH:19]=[CH:20][CH:21]=3)=[CH:10][CH:9]=2)[CH:5]=[CH:4][N:3]=1. Reported procedure: A solution of N-[5-(2-Chloro-pyrimdin-4-yl)-thiophen-2-ylmethyl]-N-(4-methoxybenzyl)-benzamide (25 mg, 0.055 mmol) in 0.25 mL CH2Cl2 was treated with trifluoroacetic acid (0.25 mL) as co-solvent and PS-thiophenol resin (3 eq.) at 40° C. for 15 h. The material was filtered and concentrated to a yellow solid (16 mg, 88%). The crude material was used in the next step. Reactants: BrB(Br)Br, ClCCl, COc1cc(C=O)cc(F)c1O. Yields the product O=Cc1cc(O)c(O)c(F)c1. Reaction SMILES: [B:13]([Br:14])([Br:15])[Br:16].[Cl:17][CH2:18][Cl:19].[F:1][c:2]1[cH:3][c:4]([CH:5]=[O:6])[cH:7][c:8]([O:11][CH3:12])[c:9]1[OH:10]>>[F:1][c:2]1[cH:3][c:4]([CH:5]=[O:6])[cH:7][c:8]([OH:11])[c:9]1[OH:10]. Starting materials: NC=1C(=CC(=C(C1)N1CCN(CC1)C(=O)OC(C)(C)C)Cl)[N+](=O)[O-] (tert-butyl 4-(5-amino-2-chloro-4-nitrophenyl)piperazine-1-carboxylate), CN(C)C1=CC=C(C(=O)Cl)C=C1 (4-(N,N-dimethylamino)benzoyl chloride), CCN(CC)P1(=NC(C)(C)C)N(CCCN1C)C (BEMP). The reagents and catalysts are CN(C)C=1C=CN=CC1 (DMAP), N1CCCCC1 (piperidine). Solvent: ClCCCl (DCE). Conditions: temperature 85 celsius. The product is ClC1=C(C=C(C(=C1)[N+](=O)[O-])NC(C1=CC=C(C=C1)N(C)C)=O)N1CCN(CC1)C(=O)OC(C)(C)C (tert-butyl 4-(2-chloro-5-(4-(dimethylamino)benzamido)-4-nitrophenyl)piperazine-1-carboxylate). Yield: 70.9%. Reaction SMILES: [NH2:1][C:2]1[C:3]([N+:22]([O-:24])=[O:23])=[CH:4][C:5]([Cl:21])=[C:6]([N:8]2[CH2:13][CH2:12][N:11]([C:14]([O:16][C:17]([CH3:20])([CH3:19])[CH3:18])=[O:15])[CH2:10][CH2:9]2)[CH:7]=1.[CH3:25][N:26]([C:28]1[CH:36]=[CH:35][C:31]([C:32](Cl)=[O:33])=[CH:30][CH:29]=1)[CH3:27].CCN(P1(N(C)CCCN1C)=NC(C)(C)C)CC>CN(C1C=CN=CC=1)C.ClCCCl.N1CCCCC1>[Cl:21][C:5]1[CH:4]=[C:3]([N+:22]([O-:24])=[O:23])[C:2]([NH:1][C:32](=[O:33])[C:31]2[CH:30]=[CH:29][C:28]([N:26]([CH3:25])[CH3:27])=[CH:36][CH:35]=2)=[CH:7][C:6]=1[N:8]1[CH2:9][CH2:10][N:11]([C:14]([O:16][C:17]([CH3:18])([CH3:19])[CH3:20])=[O:15])[CH2:12][CH2:13]1. Procedure details: A mixture of tert-butyl 4-(5-amino-2-chloro-4-nitrophenyl)piperazine-1-carboxylate (1.2 g, 3.36 mmol), 4-(N,N-dimethylamino)benzoyl chloride (803 mg, 4.37 mmol), BEMP (1846 mg, 6.73 mmol), and DMAP (411 mg, 3.36 mmol) in DCE (Volume: 15 ml) was heated at 85° C. foe 4 h. Cooled down and treated with a few drops of piperidine for 1 h. After the solvent was removed and mixture was diluted with MeOH, a orange precipitate formed. Filtration and washing with MeOH gave tert-butyl 4-(2-chloro-5-(4-(dime...